Dataset: the Open Reaction Database (ORD), a public repository of structured organic reaction records. Task: describe an organic reaction: reactants, conditions, products, and yield The reactants are COC(=O)CC(=O)CC(=O)OC (dimethyl 1,3-acetonedicarboxylate), Br.BrCCN (2-Bromoethylamine hydrobromide), C(C)(=O)[O-].[Na+] (sodium acetate). The solvent is O (water). Conditions: time 7.5 minute. Yields the product BrCCNC(=CC(=O)OC)CC(=O)OC (dimethyl 3-(2-bromoethylamino)-2-pentenedioate). The yield is 87.1%. Reaction SMILES: Br.[Br:2][CH2:3][CH2:4][NH2:5].[CH3:6][O:7][C:8]([CH2:10][C:11]([CH2:13][C:14]([O:16][CH3:17])=[O:15])=O)=[O:9].C([O-])(=O)C.[Na+]>O>[Br:2][CH2:3][CH2:4][NH:5][C:11]([CH2:10][C:8]([O:7][CH3:6])=[O:9])=[CH:13][C:14]([O:16][CH3:17])=[O:15] |f:0.1,3.4|. Procedure: 2-Bromoethylamine hydrobromide (12.35 g, 60 mmol) was dissolved in water (30 mL) at room temperature (20° C.) with stirring, and dimethyl 1,3-acetonedicarboxylate (10.0 g, 57 mmol) was added. After 5-10 minutes, solid anhydrous sodium acetate (14.35 g, 175 mmol) was added, and stirring continued. After approximately 80 minutes, precipitation of dimethyl 3-(2-bromoethylamino)-2-pentenedioate began, and the solution was stirred for 17 hours at room temperature. The thick slurry was diluted with co... The reactants are FC=1C(=C(N)C=CC1)C (3-fluoro-2-methylaniline), N=C(C(=O)OCC)SCC (ethyl imino(ethylthio)acetate), CCCCCC (n-hexane). Solvent: C(Cl)Cl (methylene chloride), C(Cl)Cl (methylene chloride). Run at time 12 hour. The product is N=C(C(=O)OCC)NC1=C(C(=CC=C1)F)C (ethyl imino[(3-fluoro-2-methylphenyl)amino]acetate). As a reaction SMILES: [F:1][C:2]1[C:3]([CH3:9])=[C:4]([CH:6]=[CH:7][CH:8]=1)[NH2:5].[NH:10]=[C:11](SCC)[C:12]([O:14][CH2:15][CH3:16])=[O:13].CCCCCC>C(Cl)Cl>[NH:10]=[C:11]([NH:5][C:4]1[CH:6]=[CH:7][CH:8]=[C:2]([F:1])[C:3]=1[CH3:9])[C:12]([O:14][CH2:15][CH3:16])=[O:13]. Reported procedure: To a solution of 3-fluoro-2-methylaniline (200 mmol, 25 g) in methylene chloride (70 ml) was added a solution of ethyl imino(ethylthio)acetate hydrogentetrafluorobarate (200 mmol) prepared by a method disclosed in Japanese Patent Laid-open Publication No. 56-39092 in methylene chloride (100 ml), and the mixture was thoroughly shaken and allowed to stand at room temperature for 12 hours. At the end of the period, n-hexane (300 ml) was added to the reaction mixture and the mixture was allowed to s... The reactants are CCN(C(C)C)C(C)C, C1CCOC1, [Cl-], Cc1onc(-c2ccc(F)cc2)c1COc1cc(C(=O)O)n(C)n1, CC(C)(N)CO, [Na+], O, On1nnc2ccccc21. The product is Cc1onc(-c2ccc(F)cc2)c1COc1cc(C(=O)NC(C)(C)CO)n(C)n1. Reaction SMILES: [CH2:36]([N:37]([CH:38]([CH3:39])[CH3:40])[CH:41]([CH3:42])[CH3:43])[CH3:44].[CH2:53]1[O:54][CH2:55][CH2:56][CH2:57]1.[Cl-:52].[F:1][c:2]1[cH:3][cH:4][c:5](-[c:8]2[n:9][o:10][c:11]([CH3:24])[c:12]2[CH2:13][O:14][c:15]2[cH:16][c:17]([C:21](=[O:22])[OH:23])[n:18]([CH3:20])[n:19]2)[cH:6][cH:7]1.[NH2:45][C:46]([CH2:47][OH:48])([CH3:49])[CH3:50].[Na+:51].[OH2:25].[OH:26][n:27]1[c:28]2[cH:29][cH:30][cH:31][cH:32][c:33]2[n:34][n:35]1>>[F:1][c:2]1[cH:3][cH:4][c:5](-[c:8]2[n:9][o:10][c:11]([CH3:24])[c:12]2[CH2:13][O:14][c:15]2[cH:16][c:17]([C:21](=[O:23])[NH:45][C:46]([CH2:47][OH:48])([CH3:49])[CH3:50])[n:18]([CH3:20])[n:19]2)[cH:6][cH:7]1. Reactants: CSc1ccc(Br)c(C(F)(F)F)c1F, [Li]CCCC, CCOCC, CCCCCC, [Na+], [OH-], O. Product: CSc1ccc(C(=O)O)c(C(F)(F)F)c1F. RXN SMILES: [Br:1][c:2]1[c:3]([C:11]([F:12])([F:13])[F:14])[c:4]([F:10])[c:5]([S:8][CH3:9])[cH:6][cH:7]1.[CH2:15]([Li:16])[CH2:17][CH2:18][CH3:19].[CH3:23][CH2:24][O:25][CH2:26][CH3:27].[CH3:28][CH2:29][CH2:30][CH2:31][CH2:32][CH3:33].[Na+:22].[OH-:21].[OH2:20]>>[c:2]1([C:15](=[O:20])[OH:21])[c:3]([C:11]([F:12])([F:13])[F:14])[c:4]([F:10])[c:5]([S:8][CH3:9])[cH:6][cH:7]1. Reactants: CN, Cc1ccccc1, [Cl-], O=C(O)c1ccc(Cl)nc1, C1COCCO1. The product is CNC(=O)c1ccc(Cl)nc1. Reaction SMILES: [CH3:12][NH2:13].[CH3:20][c:21]1[cH:22][cH:23][cH:24][cH:25][cH:26]1.[Cl-:1].[Cl:2][c:3]1[n:4][cH:5][c:6]([C:7](=[O:8])[OH:9])[cH:10][cH:11]1.[O:14]1[CH2:15][CH2:16][O:17][CH2:18][CH2:19]1>>[Cl:2][c:3]1[n:4][cH:5][c:6]([C:7](=[O:8])[NH:13][CH3:12])[cH:10][cH:11]1.